This data is from the Open Reaction Database (ORD), a public repository of structured organic reaction records. The task is: describe an organic reaction: reactants, conditions, products, and yield The reactants are [OH-].[K+] (potassium hydroxide), O.O.O.C(C)(=O)[O-].[Pb+2].C(C)(=O)[O-] (Lead acetate trihydrate), CC=1C=CC(=C(C1)C1=CC=CC=C1)NC(=S)N (N-(5-methyl-2-biphenylyl)thiourea). Solvent: O (water), O (water), O (water). The product is CC=1C=CC(=C(C1)C1=CC=CC=C1)NC#N (5-methyl-2-biphenylylcyanamide). RXN SMILES: [CH3:1][C:2]1[CH:3]=[CH:4][C:5]([NH:14][C:15]([NH2:17])=S)=[C:6]([C:8]2[CH:13]=[CH:12][CH:11]=[CH:10][CH:9]=2)[CH:7]=1.[OH-].[K+].O.O.O.C([O-])(=O)C.[Pb+2].C([O-])(=O)C>O>[CH3:1][C:2]1[CH:3]=[CH:4][C:5]([NH:14][C:15]#[N:17])=[C:6]([C:8]2[CH:13]=[CH:12][CH:11]=[CH:10][CH:9]=2)[CH:7]=1 |f:1.2,3.4.5.6.7.8|. Procedure details: A suspension of N-(5-methyl-2-biphenylyl)thiourea (6.5 g) in water (50 ml) was reacted with a solution of potassium hydroxide (15 g) in water (50 ml). Lead acetate trihydrate (10.2 g) in water (50 ml) was added and the mixture heated at 90°-95° C. for 1 hour to give 5-methyl-2-biphenylylcyanamide as a colourless solid (m.p. 80° C.). Starting materials: BrC1=CC=C2C(=NNC2=C1)N1CCN(CC1)C(=O)OC(C)(C)C (1,1-dimethylethyl 4-(6-bromo-1H-indazol-3-yl)-1-piperazinecarboxylate), BrC1=CC=C2C(=NNC2=C1)N1CCN(CC1)C(=O)OC(C)(C)C (1,1-dimethylethyl 4-(6-bromo-1H-indazol-3-yl)-1-piperazinecarboxylate), C(C)NC(C1=CC(=C(C(=C1)B1OC(C(O1)(C)C)(C)C)C)F)=O (N-ethyl-3-fluoro-4-methyl-5-(4,4,5,5-tetramethyl-1,3,2-dioxaborolan-2-yl)benzamide), C(C)NC(C1=CC(=C(C(=C1)B1OC(C(O1)(C)C)(C)C)C)F)=O (N-ethyl-3-fluoro-4-methyl-5-(4,4,5,5-tetramethyl-1,3,2-dioxaborolan-2-yl)benzamide), C(O)([O-])=O.[Na+] (sodium hydrogen carbonate), O (Water). Reagents/catalysts: C=1C=CC(=CC1)[P](C=2C=CC=CC2)(C=3C=CC=CC3)[Pd]([P](C=4C=CC=CC4)(C=5C=CC=CC5)C=6C=CC=CC6)([P](C=7C=CC=CC7)(C=8C=CC=CC8)C=9C=CC=CC9)[P](C=1C=CC=CC1)(C=1C=CC=CC1)C=1C=CC=CC1 (tetrakis(triphenylphosphine)palladium). Run in C(C)(C)O (isopropanol), C(Cl)Cl (DCM). Reaction conditions: temperature 150 celsius. Yields the product C(C)NC(=O)C=1C=C(C(=C(C1)C1=CC=C2C(=NNC2=C1)N1CCN(CC1)C(=O)OC(C)(C)C)C)F (1,1-Dimethylethyl 4-(6-{5-[(ethylamino)carbonyl]-3-fluoro-2-methylphenyl}-1H-indazol-3-yl)-1-piperazinecarboxylate). The yield is 45.2%. RXN SMILES: Br[C:2]1[CH:10]=[C:9]2[C:5]([C:6]([N:11]3[CH2:16][CH2:15][N:14]([C:17]([O:19][C:20]([CH3:23])([CH3:22])[CH3:21])=[O:18])[CH2:13][CH2:12]3)=[N:7][NH:8]2)=[CH:4][CH:3]=1.[CH2:24]([NH:26][C:27](=[O:45])[C:28]1[CH:33]=[C:32](B2OC(C)(C)C(C)(C)O2)[C:31]([CH3:43])=[C:30]([F:44])[CH:29]=1)[CH3:25].C(=O)([O-])O.[Na+].O>C(O)(C)C.C1C=CC([P]([Pd]([P](C2C=CC=CC=2)(C2C=CC=CC=2)C2C=CC=CC=2)([P](C2C=CC=CC=2)(C2C=CC=CC=2)C2C=CC=CC=2)[P](C2C=CC=CC=2)(C2C=CC=CC=2)C2C=CC=CC=2)(C2C=CC=CC=2)C2C=CC=CC=2)=CC=1.C(Cl)Cl>[CH2:24]([NH:26][C:27]([C:28]1[CH:29]=[C:30]([F:44])[C:31]([CH3:43])=[C:32]([C:2]2[CH:10]=[C:9]3[C:5]([C:6]([N:11]4[CH2:16][CH2:15][N:14]([C:17]([O:19][C:20]([CH3:21])([CH3:23])[CH3:22])=[O:18])[CH2:13][CH2:12]4)=[N:7][NH:8]3)=[CH:4][CH:3]=2)[CH:33]=1)=[O:45])[CH3:25] |f:2.3,^1:59,61,80,99|. Procedure details: A mixture of 1,1-dimethylethyl 4-(6-bromo-1H-indazol-3-yl)-1-piperazinecarboxylate (Intermediate 6, 28 mg), N-ethyl-3-fluoro-4-methyl-5-(4,4,5,5-tetramethyl-1,3,2-dioxaborolan-2-yl)benzamide (Intermediate 5, 27 mg), tetrakis(triphenylphosphine)palladium (2 mg) and aqueous sodium hydrogen carbonate (0.125 ml) in isopropanol (0.5 ml) was heated at 150° C. in a microwave oven for 15 min. Water and DCM were added and the organic phase was separated using a hydrophobic filter tube. The solvent was ev... Starting materials: CN(C)C=O, CO, ONC1=Nc2ccc(Cl)cc2C(c2ccccc2)=NC1, O=C=Nc1ccccc1C(F)(F)F. Product: O=C(Nc1ccccc1C(F)(F)F)ONC1=Nc2ccc(Cl)cc2C(c2ccccc2)=NC1. As a reaction SMILES: [CH3:34][N:35]([CH3:36])[CH:37]=[O:38].[CH3:39][OH:40].[Cl:1][c:2]1[cH:3][cH:4][c:5]2[c:6]([cH:20]1)[C:7]([c:14]1[cH:15][cH:16][cH:17][cH:18][cH:19]1)=[N:8][CH2:9][C:10]([NH:12][OH:13])=[N:11]2.[F:21][C:22]([c:23]1[c:24]([N:29]=[C:30]=[O:31])[cH:25][cH:26][cH:27][cH:28]1)([F:32])[F:33]>>[Cl:1][c:2]1[cH:3][cH:4][c:5]2[c:6]([cH:20]1)[C:7]([c:14]1[cH:15][cH:16][cH:17][cH:18][cH:19]1)=[N:8][CH2:9][C:10]([NH:12][O:13][C:30]([NH:29][c:24]1[c:23]([C:22]([F:21])([F:32])[F:33])[cH:28][cH:27][cH:26][cH:25]1)=[O:31])=[N:11]2. The reactants are intermediate 19, FC1=C(C=CC(=C1)F)O (2,4-difluoro-phenol), COC(C(CC1CCCC1)Br)=O (2-bromo-3-cyclopentyl-propionic acid methyl ester), ClC=1C(N(N=CC1Cl)C1OCCCC1)=O (4,5-dichloro-2-(tetrahydropyran-2-yl)-2H-pyridazin-3-one), ClC=1C(N(N=CC1Cl)C1OCCCC1)=O (4,5-dichloro-2-(tetrahydropyran-2-yl)-2H-pyridazin-3-one), COC(C(CC1CCCC1)Br)=O (2-bromo-3-cyclopentyl-propionic acid methyl ester). RXN SMILES: Cl[C:2]1[C:3](=[O:15])[N:4](C2CCCCO2)[N:5]=[CH:6][C:7]=1Cl.[F:16][C:17]1[CH:22]=[C:21]([F:23])[CH:20]=[CH:19][C:18]=1[OH:24].C[O:26][C:27](=[O:36])[CH:28](Br)[CH2:29][CH:30]1[CH2:34][CH2:33][CH2:32][CH2:31]1>>[CH:30]1([CH2:29][CH:28]([N:4]2[C:3](=[O:15])[CH:2]=[C:7]([O:24][C:18]3[CH:19]=[CH:20][C:21]([F:23])=[CH:22][C:17]=3[F:16])[CH:6]=[N:5]2)[C:27]([OH:26])=[O:36])[CH2:34][CH2:33][CH2:32][CH2:31]1. Reported procedure: In an analogous manner to the stepwise sequence outlined in intermediate 19, starting from 4,5-dichloro-2-(tetrahydropyran-2-yl)-2H-pyridazin-3-one (Intermediate 20) and 2,4-difluoro-phenol and alkylating with 2-bromo-3-cyclopentyl-propionic acid methyl ester (Intermediate 10) afforded 3-cyclopentyl-2-[4-(2,4-difluoro-phenoxy)-6-oxo-6H-pyridazin-1-yl]-propionic acid (10 g, 53%) as a white solid; ESI-MS 364 [M+H+]; HPLC: >98% (purity). 1H-NMR (300 MHz, CDCl3) δ 7.89-7.90 (d, 1H), 7.15-7.21 (m, 1H... Isolated yield 53.0%. The product is C1(CCCC1)CC(C(=O)O)N1N=CC(=CC1=O)OC1=C(C=C(C=C1)F)F (3-cyclopentyl-2-[4-(2,4-difluoro-phenoxy)-6-oxo-6H-pyridazin-1-yl]-propionic acid). Reactants: ClC1=C2C=CC(=NC2=NC=C1)CCC (5-Chloro-2-propyl-[1,8]naphthyridine), NC1=C(OC=2C=C(C(=O)N)C=CC2)C=CC(=C1)Cl (3-(2-Amino-4-chloro-phenoxy)-benzamide). Run in C(C)O (ethanol). Yields the product ClC1=CC(=C(OC=2C=C(C(=O)N)C=CC2)C=C1)NC1=CC=NC2=NC(=CC=C12)CCC (3-[4-Chloro-2-(7-propyl-[1,8]naphthyridin-4-ylamino)-phenoxy]-benzamide). Reaction SMILES: Cl[C:2]1[CH:11]=[CH:10][N:9]=[C:8]2[C:3]=1[CH:4]=[CH:5][C:6]([CH2:12][CH2:13][CH3:14])=[N:7]2.[NH2:15][C:16]1[CH:31]=[C:30]([Cl:32])[CH:29]=[CH:28][C:17]=1[O:18][C:19]1[CH:20]=[C:21]([CH:25]=[CH:26][CH:27]=1)[C:22]([NH2:24])=[O:23]>C(O)C>[Cl:32][C:30]1[CH:29]=[CH:28][C:17]([O:18][C:19]2[CH:20]=[C:21]([CH:25]=[CH:26][CH:27]=2)[C:22]([NH2:24])=[O:23])=[C:16]([NH:15][C:2]2[C:3]3[C:8](=[N:7][C:6]([CH2:12][CH2:13][CH3:14])=[CH:5][CH:4]=3)[N:9]=[CH:10][CH:11]=2)[CH:31]=1. Procedure details: The product from Example 2g (140 mg, 0.68 mmol) was reacted with the product from Example 171b (178 mg, 0.68 mmol) in ethanol (5 mL) at 85° C. in a sealed tube for 18 h giving the crude title compound which was purified by HPLC with TFA providing the product as the trifluoroacetic acid (110 mg, 30%). 1H NMR (500 MHz, DMSO-d6) δ ppm: 8.81 (d, J=8.54 Hz, 1H) 8.45 (d, J=7.32 Hz, 1H) 6.76-6.79 (m, 2H) 6.64 (d, J=8.54 Hz, 2H) 6.44 (s, 1H) 6.37 (t, J=7.93 Hz, 1H) 6.31 (d, J=8.54 Hz, 1H) 7.16 (dd, J=7....